The task is: describe an organic reaction: reactants, conditions, products, and yield. This data is from the Open Reaction Database (ORD), a public repository of structured organic reaction records. Reactants: C(O)([O-])=O.[Na+] (sodium hydrogen-carbonate), C1(=CC=CC=C1)[S-].[Na+] (sodium thiophenolate), C(C)(C)(C)OC(=O)N1[C@H](C(=O)NC(C)(C)C)C[C@H](C1)OS(=O)(=O)C1=CC=C(C=C1)C ((4R)-1-t-butoxycarbonyl-4-(p-toluenesulfonyloxy)-N-t-butyl-L-prolinamide), CN(C=O)C (dimethylformamide). Solvent: C(C)(=O)OCC (ethyl acetate). Conditions: time 3 hour. Yields the product C(C)(C)(C)OC(=O)N1[C@H](C(=O)NC(C)(C)C)C[C@@H](C1)SC1=CC=CC=C1 ((4S)-1-t-Butoxycarbonyl-4-phenylthio-N-t-butyl-L-prolinamide). Isolated yield 85.8%. As a reaction SMILES: [C:1]1([S-:7])[CH:6]=[CH:5][CH:4]=[CH:3][CH:2]=1.[Na+].[C:9]([O:13][C:14]([N:16]1[CH2:27][C@H:26](OS(C2C=CC(C)=CC=2)(=O)=O)[CH2:25][C@H:17]1[C:18]([NH:20][C:21]([CH3:24])([CH3:23])[CH3:22])=[O:19])=[O:15])([CH3:12])([CH3:11])[CH3:10].CN(C)C=O.C(=O)([O-])O.[Na+]>C(OCC)(=O)C>[C:9]([O:13][C:14]([N:16]1[CH2:27][C@@H:26]([S:7][C:1]2[CH:6]=[CH:5][CH:4]=[CH:3][CH:2]=2)[CH2:25][C@H:17]1[C:18]([NH:20][C:21]([CH3:24])([CH3:23])[CH3:22])=[O:19])=[O:15])([CH3:12])([CH3:10])[CH3:11] |f:0.1,4.5|. Reported procedure: 0.45 g (3.41 mmol) of sodium thiophenolate was added to a solution of 1.23 g (3.08 mmol) of (4R)-1-t-butoxycarbonyl-4-(p-toluenesulfonyloxy)-N-t-butyl-L-prolinamide [prepared as described in Preparation 6(a)] in 10 ml of a 2:1 by volume mixture of dimethylformamide and ethyl acetate, and the mixture was stirred for 3 hours. At the end of this time, the reaction mixture was poured into a 10% w/v aqueous solution of sodium hydrogen-carbonate and extracted with ethyl acetate. The organic extract wa... The reactants are FC1=C(C(=CC(=C1)S(=O)(=O)C)F)N[C@@H]1C(N(CCC1)C1CCN(CC1)C(=O)OC(C)(C)C)=O ((S)-tert-butyl 3-(2,6-difluoro-4-(methylsulfonyl)phenylamino)-2-oxo-1,4′-bipiperidine-1′-carboxylate), Cl (HCl), C(Cl)Cl (DCM). Run in CO (methanol). Run at time 8 hour. Yields the product Cl.FC1=C(C(=CC(=C1)S(=O)(=O)C)F)N[C@@H]1C(N(CCC1)C1CCNCC1)=O ((S)-3-(2,6-difluoro-4-(methylsulfonyl)phenylamino)-[1,4′-bipiperidin]-2-one hydrochloride). Isolated yield 94.5%. Reaction SMILES: [F:1][C:2]1[CH:7]=[C:6]([S:8]([CH3:11])(=[O:10])=[O:9])[CH:5]=[C:4]([F:12])[C:3]=1[NH:13][C@H:14]1[CH2:19][CH2:18][CH2:17][N:16]([CH:20]2[CH2:25][CH2:24][N:23](C(OC(C)(C)C)=O)[CH2:22][CH2:21]2)[C:15]1=[O:33].Cl.C(Cl)[Cl:36]>CO>[ClH:36].[F:12][C:4]1[CH:5]=[C:6]([S:8]([CH3:11])(=[O:10])=[O:9])[CH:7]=[C:2]([F:1])[C:3]=1[NH:13][C@H:14]1[CH2:19][CH2:18][CH2:17][N:16]([CH:20]2[CH2:21][CH2:22][NH:23][CH2:24][CH2:25]2)[C:15]1=[O:33] |f:4.5|. Reported procedure: A flask was charged with (S)-tert-butyl 3-(2,6-difluoro-4-(methylsulfonyl)phenylamino)-2-oxo-1,4′-bipiperidine-1′-carboxylate (1.2 g, 2.46 mmol), HCl (6.15 mL, 24.6 mmol), DCM (25 mL), and methanol (1 mL). The reaction mixture was stirred at ambient temperature overnight. The organic solvents were removed under reduced pressure to afford (S)-3-(2,6-difluoro-4-(methylsulfonyl)phenylamino)-[1,4′-bipiperidin]-2-one hydrochloride (0.986 g, 94.5% yield). Mass spectrum (apci) m/z=388.2 (M+H).